This data is from the Open Reaction Database (ORD), a public repository of structured organic reaction records. The task is: describe an organic reaction: reactants, conditions, products, and yield Starting materials: ClC(COC(NC1=CC=C(C=C1)[C@H]1[C@@H](C1)N(CC1CC1)C(=O)OC(C)(C)C)=O)(Cl)Cl (2,2,2-trichloroethyl(4-{trans-2-[(tert-butoxycarbonyl)(cyclopropylmethyl)amino]cyclopropyl}phenyl)-carbamate), C(C)(=O)O (acetic acid), [OH-].[Na+] (sodium hydroxide), C(C)(=O)OCC (ethyl acetate). Reagents/catalysts: [Zn] (zinc). The solvent is C1CCOC1 (THF). Reaction conditions: time 5 hour. Yields the product NC1=CC=C(C=C1)[C@H]1[C@@H](C1)N(C(OC(C)(C)C)=O)CC1CC1 (tert-butyl [trans-2-(4-aminophenyl)cyclopropyl](cyclopropylmethyl)carbamate). Isolated yield 67.9%. As a reaction SMILES: ClC(Cl)(Cl)COC(=O)[NH:6][C:7]1[CH:12]=[CH:11][C:10]([C@@H:13]2[CH2:15][C@H:14]2[N:16]([C:21]([O:23][C:24]([CH3:27])([CH3:26])[CH3:25])=[O:22])[CH2:17][CH:18]2[CH2:20][CH2:19]2)=[CH:9][CH:8]=1.C(O)(=O)C.[OH-].[Na+].C(OCC)(=O)C>C1COCC1.[Zn]>[NH2:6][C:7]1[CH:12]=[CH:11][C:10]([C@@H:13]2[CH2:15][C@H:14]2[N:16]([CH2:17][CH:18]2[CH2:20][CH2:19]2)[C:21](=[O:22])[O:23][C:24]([CH3:27])([CH3:26])[CH3:25])=[CH:9][CH:8]=1 |f:2.3|. Reported procedure: To a solution of 2,2,2-trichloroethyl(4-{trans-2-[(tert-butoxycarbonyl)(cyclopropylmethyl)amino]cyclopropyl}phenyl)-carbamate (15.9 g) in THF (166 mL) were added zinc powder (32.6 g) and acetic acid (5 mL). The reaction mixture was stirred at room temperature for 5 hr, 1N aqueous sodium hydroxide solution (100 mL) and ethyl acetate (500 mL) were added, and the mixture was filtered through celite. The organic layer was separated from the mother liquor, washed successively with water and saturated... The reactants are CC(C=O)CC (2-methylbutan-1-al), C(=C)[Mg]Cl (vinyl-magnesium chloride), O (water). The solvent is O1CCCC1 (tetrahydrofuran). Product: CC(C(C=C)O)CC.C(C=C)O (allyl alcohol 4-methyl-hex-1-en-3-ol). The yield is 122.1%. As a reaction SMILES: [CH3:1][CH:2]([CH2:5][CH3:6])[CH:3]=[O:4].[CH:7]([Mg]Cl)=[CH2:8].O>O1CCCC1>[CH3:1][CH:2]([CH2:5][CH3:6])[CH:3]([OH:4])[CH:7]=[CH2:8].[CH2:3]([OH:4])[CH:2]=[CH2:1] |f:4.5|. Procedure: 215 g (2.5 moles) of 2-methylbutan-1-al are added to a solution of 2.6 moles of vinyl-magnesium chloride in 2 liters of tetrahydrofuran in the course of one hour, whilst cooling with ice. After a reaction time of one hour, the mixture is hydrolyzed with 260 ml of water and the organic phase is isolated. The solvent is distilled off and the reaction product is fractionated, giving 263 g of the allyl alcohol 4-methyl-hex-1-en-3-ol. This corresponds to a yield of 93% of theory, based on 2-methylbut... Starting materials: C1(=CC=CC=C1)C(CC1=CC=NC=C1)N (1-phenyl-2-(pyridin-4-yl)ethanamine), N1C(=NCC1)S(=O)(=O)O (4,5-dihydro-1H-imidazole-2-sulfonic acid). The solvent is CC(CC)O (2-butanol), O (water). Conditions: temperature 110 celsius. Yields the product N1C(NCC1)=NC(CC1=CC=NC=C1)C1=CC=CC=C1 (N-(imidazolidin-2-ylidene)-1-phenyl-2-(pyridin-4-yl)ethanamine), solid. Yield: 69.0%. RXN SMILES: [C:1]1([CH:7]([NH2:15])[CH2:8][C:9]2[CH:14]=[CH:13][N:12]=[CH:11][CH:10]=2)[CH:6]=[CH:5][CH:4]=[CH:3][CH:2]=1.[NH:16]1[CH2:20][CH2:19][N:18]=[C:17]1S(O)(=O)=O>CC(O)CC.O>[NH:16]1[CH2:20][CH2:19][NH:18][C:17]1=[N:15][CH:7]([C:1]1[CH:6]=[CH:5][CH:4]=[CH:3][CH:2]=1)[CH2:8][C:9]1[CH:10]=[CH:11][N:12]=[CH:13][CH:14]=1. Reported procedure: A mixture of 1-phenyl-2-(pyridin-4-yl)ethanamine (0.23 g, 1.18 mmol), and 4,5-dihydro-1H-imidazole-2-sulfonic acid (0.18 g, 1.16 mmol) in 2-butanol (5 mL), water (1 mL) were heated at 110° C. for 3 hours. The solution was cooled to room temperature. The solvents were removed under vacuum. The residue was dissolved in methanol, and added amino modified silica gel. The solvent was removed under vacuum. Purification by chromatography on amino modified silica gel (100% ethyl acetate to 7% methanol i... Starting materials: NC(=O)N (urea), N1=C(N)N=C(N)N=C1N (melamine), NC(=O)N (urea). Product: N (ammonia), N1=C(N)N=C(N)N=C1N (melamine). Reaction SMILES: [N:1]1[C:8]([NH2:9])=[N:7][C:5]([NH2:6])=[N:4][C:2]=1[NH2:3].NC(N)=O>>[NH3:1].[N:1]1[C:8]([NH2:9])=[N:7][C:5]([NH2:6])=[N:4][C:2]=1[NH2:3]. Reported procedure: In another embodiment, the present invention provides apparatus for manufacturing melamine from urea. A reactor is provided for converting urea and a fluidizing amount of ammonia in the presence of a catalyst at a pressure from about 1.4 MPa to about 2 MPa and an effective temperature into melamine and forming a reactor effluent stream comprising melamine, ammonia, carbon dioxide and water. A quench zone is provided for mixing the effluent stream with an aqueous quench stream to form a vapor-liq...